From a dataset of the Open Reaction Database (ORD), a public repository of structured organic reaction records. describe an organic reaction: reactants, conditions, products, and yield Reactants: [H-].[Na+] (sodium hydride), C1(=CC=CC=C1)CC#N (phenylacetonitrile), BrCCCC(=O)OCC (ethyl 4-bromobutyrate). Solvent: CN(C=O)C (dimethylformamide), C(C)(=O)OCC (ethyl acetate), O (water). Reaction conditions: time 4 hour. Product: C(#N)C(CCCC(=O)OCC)C1=CC=CC=C1 (Ethyl 5-cyano-5-phenylvalerate). Yield: 58.4%. As a reaction SMILES: [H-].[Na+].[C:3]1([CH2:9][C:10]#[N:11])[CH:8]=[CH:7][CH:6]=[CH:5][CH:4]=1.Br[CH2:13][CH2:14][CH2:15][C:16]([O:18][CH2:19][CH3:20])=[O:17]>CN(C)C=O.C(OCC)(=O)C.O>[C:10]([CH:9]([C:3]1[CH:8]=[CH:7][CH:6]=[CH:5][CH:4]=1)[CH2:13][CH2:14][CH2:15][C:16]([O:18][CH2:19][CH3:20])=[O:17])#[N:11] |f:0.1|. Reported procedure: 5 g of sodium hydride (as a 55% w/w dispersion in mineral oil) were added slowly to a solution of 11.7 g of phenylacetonitrile and 19.5 g of ethyl 4-bromobutyrate in 150 ml of dimethylformamide, and the reaction mixture was stirred for 4 hours at room temperature. It was then dissolved in ethyl acetate and water. The ethyl acetate layer was separated, washed with an aqueous solution of potassium bisulfate and then with an aqueous solution of sodium chloride, dried over anhydrous magnesium sulfat...